From a dataset of the Open Reaction Database (ORD), a public repository of structured organic reaction records. describe an organic reaction: reactants, conditions, products, and yield The reactants are C(#N)C=1C=C(C=CC1SCC(C)C)B(O)O ([3-cyano-4-(isobutylthio)phenyl]boronic acid), BrC1=CC=C(S1)C(=O)OC (methyl 5-bromothiophene-2-carboxylate). Product: C(#N)C=1C=C(C=CC1SCC(C)C)C1=CC=C(S1)C(=O)O (5-[3-cyano-4-(isobutylthio)phenyl]thiophene-2-carboxylic acid). Reaction SMILES: [C:1]([C:3]1[CH:4]=[C:5](B(O)O)[CH:6]=[CH:7][C:8]=1[S:9][CH2:10][CH:11]([CH3:13])[CH3:12])#[N:2].Br[C:18]1[S:22][C:21]([C:23]([O:25]C)=[O:24])=[CH:20][CH:19]=1>>[C:1]([C:3]1[CH:4]=[C:5]([C:18]2[S:22][C:21]([C:23]([OH:25])=[O:24])=[CH:20][CH:19]=2)[CH:6]=[CH:7][C:8]=1[S:9][CH2:10][CH:11]([CH3:13])[CH3:12])#[N:2]. Reported procedure: Using [3-cyano-4-(isobutylthio)phenyl]boronic acid and methyl 5-bromothiophene-2-carboxylate, 5-[3-cyano-4-(isobutylthio)phenyl]thiophene-2-carboxylic acid was obtained in accordance with the method of Example 2. Then, 333 mg of the resulting 5-[3-cyano-4-(isobutylthio)phenyl]thiophene-2-carboxylic acid was suspended into 10 ml of ethanol, and 1.05 ml of a 1 M aqueous sodium hydroxide solution was added to the suspension, followed by stirring at room temperature for 20 minutes. The reaction solu... Reactants: COC(=O)Cc1c(F)cc2ncccc2c1F, CCO, NN, O. Product: NNC(=O)Cc1c(F)cc2ncccc2c1F. RXN SMILES: [CH3:1][O:2][C:3]([CH2:4][c:5]1[c:6]([F:16])[c:7]2[cH:8][cH:9][cH:10][n:11][c:12]2[cH:13][c:14]1[F:15])=[O:17].[CH3:21][CH2:22][OH:23].[NH2:19][NH2:20].[OH2:18]>>[O:2]=[C:3]([CH2:4][c:5]1[c:6]([F:16])[c:7]2[cH:8][cH:9][cH:10][n:11][c:12]2[cH:13][c:14]1[F:15])[NH:19][NH2:20]. Starting materials: c1ccc(Cc2ccccn2)cc1, CC(=O)O, OO. The product is [O-][n+]1ccccc1Cc1ccccc1. As a reaction SMILES: [CH2:1]([c:2]1[cH:3][cH:4][cH:5][cH:6][cH:7]1)[c:8]1[n:9][cH:10][cH:11][cH:12][cH:13]1.[CH3:16][C:17](=[O:18])[OH:19].[OH:14][OH:15]>>[CH2:1]([c:2]1[cH:3][cH:4][cH:5][cH:6][cH:7]1)[c:8]1[n+:9]([O-:14])[cH:10][cH:11][cH:12][cH:13]1. RXN SMILES: [C:40](=[O:41])([OH:42])[O-:43].[CH2:1]([N:2]([S:3]([F:4])([F:5])[F:7])[CH2:6][CH3:8])[CH3:9].[Cl:10][c:11]1[cH:12][c:13]([F:39])[c:14]([NH:18][c:19]2[n:20][cH:21][n:22][c:23]3[cH:24][c:25]([O:32][CH2:33][CH2:34][O:35][CH2:36][CH2:37][OH:38])[c:26]([N+:29](=[O:30])[O-:31])[cH:27][c:28]23)[cH:15][c:16]1[Cl:17].[Cl:45][CH2:46][Cl:47].[Na+:44].[OH2:48]>>[F:7][CH2:37][CH2:36][O:35][CH2:34][CH2:33][O:32][c:25]1[cH:24][c:23]2[n:22][cH:21][n:20][c:19]([NH:18][c:14]3[c:13]([F:39])[cH:12][c:11]([Cl:10])[c:16]([Cl:17])[cH:15]3)[c:28]2[cH:27][c:26]1[N+:29](=[O:30])[O-:31]. The product is O=[N+]([O-])c1cc2c(Nc3cc(Cl)c(Cl)cc3F)ncnc2cc1OCCOCCF. Reactants: O=C([O-])O, CCN(CC)S(F)(F)F, O=[N+]([O-])c1cc2c(Nc3cc(Cl)c(Cl)cc3F)ncnc2cc1OCCOCCO, ClCCl, [Na+], O. Reactants: C(#N)[C@H](C)NC(OC(C)(C)C)=O ((S)-tert-butyl 1-cyanoethylcarbamate), amine, C(CCCCCCC)OC1=CC=C(C(=O)O)C=C1 (4-(octyloxy)benzoic acid). Yields the product C(#N)[C@H](C)NC(C1=CC=C(C=C1)OCCCCCCCC)=O ((S)—N-(1-cyanoethyl)-4-(octyloxy)benzamide). Yield: 29.9%. As a reaction SMILES: [C:1]([C@@H:3]([NH:5][C:6](=[O:12])OC(C)(C)C)[CH3:4])#[N:2].[CH2:13]([O:21][C:22]1[CH:30]=[CH:29][C:25](C(O)=O)=[CH:24][CH:23]=1)[CH2:14][CH2:15][CH2:16][CH2:17][CH2:18][CH2:19][CH3:20]>>[C:1]([C@@H:3]([NH:5][C:6](=[O:12])[C:25]1[CH:29]=[CH:30][C:22]([O:21][CH2:13][CH2:14][CH2:15][CH2:16][CH2:17][CH2:18][CH2:19][CH3:20])=[CH:23][CH:24]=1)[CH3:4])#[N:2]. Procedure details: General procedure D and E were used to deprotect 1.17 mmols of (S)-tert-butyl 1-cyanoethylcarbamate and couple the resulting amine to 1.17 mmols of 31. After standard purification techniques 0.35 mmols of the title product were recovered. 1H NMR (500 MHz, CDCl3) δ 7.74 (d, J=8.9, 2H), 6.90 (d, J=8.8, 2H), 6.67 (s, 1H), 5.30-5.05 (m, 1H), 3.98 (t, J=6.6, 2H), 1.85-1.74 (m, 2H), 1.64 (d, J=7.2, 3H), 1.45 (s, 3H), 1.30 (d, J=19.1, 7H), 0.88 (t, J=6.9, 3H). 13C NMR (126 MHz, CDCl3) δ 166.26, 162.49,...